This data is from the Open Reaction Database (ORD), a public repository of structured organic reaction records. The task is: describe an organic reaction: reactants, conditions, products, and yield Reactants: ClC1=CC=C(OCC(=O)O)C=C1 (4-chlorophenoxyacetic acid), C(=O)(N1C=NC=C1)N1C=NC=C1 (carbonyldiimidazole), COC=1C=C(C=CC1OC)C=1C(CC(NN1)=O)CO (6-(3,4-dimethoxyphenyl)-5-hydroxymethyl-2,3,4,5-tetrahydropyridazin-3-one). The solvent is O1CCCC1 (tetrahydrofuran). The product is ClC1=CC=C(OCC(=O)OCC2CC(NN=C2C2=CC(=C(C=C2)OC)OC)=O)C=C1 ((6-(3,4-Dimethoxyphenyl)-3-oxo-2,3,4,5-tetrahydro-pyridazin-5-yl)-methyl 4-chlorophenoxyacetate). RXN SMILES: [Cl:1][C:2]1[CH:12]=[CH:11][C:5]([O:6][CH2:7][C:8]([OH:10])=[O:9])=[CH:4][CH:3]=1.C(N1C=CN=C1)(N1C=CN=C1)=O.[CH3:25][O:26][C:27]1[CH:28]=[C:29]([C:35]2[CH:36]([CH2:42]O)[CH2:37][C:38](=[O:41])[NH:39][N:40]=2)[CH:30]=[CH:31][C:32]=1[O:33][CH3:34]>O1CCCC1>[Cl:1][C:2]1[CH:3]=[CH:4][C:5]([O:6][CH2:7][C:8]([O:10][CH2:42][CH:36]2[C:35]([C:29]3[CH:30]=[CH:31][C:32]([O:33][CH3:34])=[C:27]([O:26][CH3:25])[CH:28]=3)=[N:40][NH:39][C:38](=[O:41])[CH2:37]2)=[O:9])=[CH:11][CH:12]=1. Procedure details: 4.7 g (0.025 mol) of 4-chlorophenoxyacetic acid and 4.3 g (0.027 mol) of carbonyldiimidazole are heated under reflux in 100 of tetrahydrofuran for 15 minutes. After the mixture has been cooled, 6.7 g (0.025 mol) of 6-(3,4-dimethoxyphenyl)-5-hydroxymethyl-2,3,4,5-tetrahydropyridazin-3-one are added with stirring. After a reaction time of 5 hours, the mixture is concentrated at room temperature and the residue is worked up as in Example 5. The reactants are CCOC(=O)c1cc2ccc(CC(=O)O)cc2s1, CCN=C=NCCC[NH+](C)C, COc1ccc(C(=O)NN)cc1, [Cl-], CN(C)C=O. Yields the product CCOC(=O)c1cc2ccc(CC(=O)NNC(=O)c3ccc(OC)cc3)cc2s1. RXN SMILES: [CH2:1]([CH3:2])[O:3][C:4](=[O:5])[c:6]1[s:7][c:8]2[c:9]([cH:10]1)[cH:11][cH:12][c:13]([CH2:15][C:16](=[O:17])[OH:18])[cH:14]2.[CH2:32]([N:33]=[C:34]=[N:35][CH2:36][CH2:37][CH2:38][NH+:39]([CH3:40])[CH3:41])[CH3:42].[CH3:19][O:20][c:21]1[cH:22][cH:23][c:24]([C:25](=[O:26])[NH:27][NH2:28])[cH:29][cH:30]1.[Cl-:31].[O:43]=[CH:44][N:45]([CH3:46])[CH3:47]>>[CH2:1]([CH3:2])[O:3][C:4](=[O:5])[c:6]1[s:7][c:8]2[c:9]([cH:10]1)[cH:11][cH:12][c:13]([CH2:15][C:16](=[O:18])[NH:28][NH:27][C:25]([c:24]1[cH:23][cH:22][c:21]([O:20][CH3:19])[cH:30][cH:29]1)=[O:26])[cH:14]2. The reactants are ClC1=NC=C(C(=N1)NC=1C=NC(=CC1)OC)C1=NC(=NC(=N1)C)SC (2-chloro-N-(6-methoxypyridin-3-yl)-5-(4-methyl-6-(methylthio)-1,3,5-triazin-2-yl)pyrimidin-4-amine), N1=CC=C(C=C1)B(O)O (pyridine-4-boronic acid), C([O-])([O-])=O.[Cs+].[Cs+] (cesium carbonate). The reagents and catalysts are [Pd+2].ClC1=C([C-](C=C1)P(C1=CC=CC=C1)C1=CC=CC=C1)Cl.[C-]1(C=CC=C1)P(C1=CC=CC=C1)C1=CC=CC=C1.[Fe+2] (dichloro 1,1′-bis(diphenylphosphino)ferrocene palladium(II)). Solvent: O1CCOCC1 (dioxane), [NH4+].[Cl-] (NH4Cl). Reaction conditions: temperature 100 celsius, time 1 hour. Yields the product COC1=CC=C(C=N1)NC1=NC(=NC=C1C1=NC(=NC(=N1)C)SC)C1=CC=NC=C1 (N-(6-methoxypyridin-3-yl)-5-(4-methyl-6-(methylthio)-1,3,5-triazin-2-yl)-2-(pyridin-4-yl)pyrimidin-4-amine). The yield is 25.7%. RXN SMILES: Cl[C:2]1[N:7]=[C:6]([NH:8][C:9]2[CH:10]=[N:11][C:12]([O:15][CH3:16])=[CH:13][CH:14]=2)[C:5]([C:17]2[N:22]=[C:21]([CH3:23])[N:20]=[C:19]([S:24][CH3:25])[N:18]=2)=[CH:4][N:3]=1.[N:26]1[CH:31]=[CH:30][C:29](B(O)O)=[CH:28][CH:27]=1.C(=O)([O-])[O-].[Cs+].[Cs+]>O1CCOCC1.[NH4+].[Cl-].[Pd+2].ClC1C=C[C-](P(C2C=CC=CC=2)C2C=CC=CC=2)C=1Cl.[C-]1(P(C2C=CC=CC=2)C2C=CC=CC=2)C=CC=C1.[Fe+2]>[CH3:16][O:15][C:12]1[N:11]=[CH:10][C:9]([NH:8][C:6]2[C:5]([C:17]3[N:22]=[C:21]([CH3:23])[N:20]=[C:19]([S:24][CH3:25])[N:18]=3)=[CH:4][N:3]=[C:2]([C:29]3[CH:30]=[CH:31][N:26]=[CH:27][CH:28]=3)[N:7]=2)=[CH:14][CH:13]=1 |f:2.3.4,6.7,8.9.10.11|. Procedure details: A mixture of 2-chloro-N-(6-methoxypyridin-3-yl)-5-(4-methyl-6-(methylthio)-1,3,5-triazin-2-yl)pyrimidin-4-amine (38 mg, 0.101 mmol), pyridine-4-boronic acid (14.91 mg, 0.121 mmol), dichloro 1,1′-bis(diphenylphosphino)ferrocene palladium(II) (8.26 mg, 10.11 μmol) and cesium carbonate (39 mg, 0.121 mmol) in dioxane (1 mL) was stirred at 100° C. for 1 h. The mixture was cooled down to room temperature. The reaction mixture was diluted with saturated NH4Cl (10 mL) and extracted with EtOAc (2×20 mL).... Starting materials: CCOC(=O)c1cc2ccc(OC)cc2[nH]1, C1CCOC1, Cl, [Li+], [OH-], O. The product is COc1ccc2cc(C(=O)O)[nH]c2c1. Reaction SMILES: [CH2:1]([CH3:2])[O:3][C:4](=[O:5])[c:6]1[nH:7][c:8]2[cH:9][c:10]([O:15][CH3:16])[cH:11][cH:12][c:13]2[cH:14]1.[CH2:20]1[O:21][CH2:22][CH2:23][CH2:24]1.[ClH:19].[Li+:17].[OH-:18].[OH2:25]>>[O:3]=[C:4]([OH:5])[c:6]1[nH:7][c:8]2[cH:9][c:10]([O:15][CH3:16])[cH:11][cH:12][c:13]2[cH:14]1. Reactants: C(C)(=O)Cl (acetylchloride), NC1=NC=CC=C1OCC1=CC=CC=C1 (2-amino-3-benzyloxypyridine), C(C)(C)(C)[N+]#[C-] (tert.-butylisonitrile), C(C)=O (acetaldehyde). The solvent is Cl(=O)(=O)(=O)O (perchloric acid). The product is [Cl-].C(C)(=O)[N+]=1C(=C(N2C1C(=CC=C2)OCC2=CC=CC=C2)NC(C)(C)C)C (1-acetyl-8-benzyloxy-3-tert-butylamino-2-methyl-imidazo[1,2-a]pyridin-1-ium chloride). As a reaction SMILES: [NH2:1][C:2]1[C:7]([O:8][CH2:9][C:10]2[CH:15]=[CH:14][CH:13]=[CH:12][CH:11]=2)=[CH:6][CH:5]=[CH:4][N:3]=1.[C:16]([N+:20]#[C-:21])([CH3:19])([CH3:18])[CH3:17].[CH:22](=[O:24])[CH3:23].[C:25]([Cl:28])(=O)[CH3:26]>Cl(O)(=O)(=O)=O>[Cl-:28].[C:22]([N+:1]1[C:25]([CH3:26])=[C:21]([NH:20][C:16]([CH3:19])([CH3:18])[CH3:17])[N:3]2[CH:4]=[CH:5][CH:6]=[C:7]([O:8][CH2:9][C:10]3[CH:11]=[CH:12][CH:13]=[CH:14][CH:15]=3)[C:2]=12)(=[O:24])[CH3:23] |f:5.6|. Procedure: Example 8 was carried out in accordance with the general directions for synthesis in process step a) from 1.0 ml (0.1 mmol) 2-amino-3-benzyloxypyridine (0.1 M, DCM), 0.575 ml (0.115 mmol) tert.-butylisonitrile solution (0.2 M, DCM), 0.500 ml (0.15 mmol) acetaldehyde solution (0.3 M, DCM) and 10 μl perchloric acid (w=20%) and in process step c) and d) by reacting the resultant reaction product with 0.4 mmol acetylchloride. The reactants are N1CCC(CC1)N1C2=CC=CC=C2OC=2C=C(C=CC12)C1=NN=NN1 (10-piperidin-4-yl-3-(1H-tetrazol-5-yl)-10H-phenoxazine), C(=O)(C(F)(F)F)O (TFA), C(C)(=O)O[BH-](OC(C)=O)OC(C)=O.C[N+](C)(C)C (tetramethylammonium triacetoxyborohydride), N1C(=NC=C1)C=O (1H-imidazole-2-carboxaldehyde), C(C)(=O)O[BH-](OC(C)=O)OC(C)=O.[Na+] (sodium triacetoxyborohydride), C1(=CC=CC=C1)CC=O (phenyl acetaldehyde), N1CCC(CC1)N1C2=CC=CC=C2OC=2C=C(C=CC12)C1=NOC(N1)=O (3-(10-piperidin-4-yl-10H-phenoxazin-3-yl)-4H-[1,2,4]oxadiazol-5-one), N1CCC(CC1)N1C2=CC=CC=C2OC=2C=C(C=CC12)C1=NOC(N1)=O (3-(10-Piperidin-4-yl-10H-phenoxazin-3-yl)-4H-[1,2,4]oxadiazol-5-one), N1CCC(CC1)N1C2=CC=CC=C2OC=2C=C(C=CC12)C1=NN=NN1 (10-Piperidin-4-yl-3-(1H-tetrazol-5-yl)-10H-phenoxazine). Product: C(CC1=CC=CC=C1)N1CCC(CC1)N1C2=CC=CC=C2OC=2C=C(C=CC12)C1=NOC(N1)=O (3-[10-(1-Phenethyl-piperidin-4-yl)-10H-phenoxazin-3-yl]-4H-[1,2,4]oxadiazol-5-one), C(=O)(C(F)(F)F)O (TFA). Reaction SMILES: [NH:1]1[CH2:6][CH2:5][CH:4]([N:7]2[C:20]3[CH:19]=[CH:18][C:17]([C:21]4[NH:25][C:24](=[O:26])[O:23][N:22]=4)=[CH:16][C:15]=3[O:14][C:13]3[C:8]2=[CH:9][CH:10]=[CH:11][CH:12]=3)[CH2:3][CH2:2]1.C(O)([C:29]([F:32])([F:31])[F:30])=O.N1CCC(N2C3C=CC(C4NN=NN=4)=CC=3OC3C2=CC=CC=3)CC1.[C:59]1([CH2:65][CH:66]=O)[CH:64]=[CH:63][CH:62]=[CH:61][CH:60]=1.N1C=CN=C1C=O.C(O[BH-](OC(=O)C)OC(=O)C)(=O)C.[Na+].C(O[BH-](OC(=O)C)OC(=O)C)(=O)C.C[N+](C)(C)C>>[CH2:66]([N:1]1[CH2:2][CH2:3][CH:4]([N:7]2[C:20]3[CH:19]=[CH:18][C:17]([C:21]4[NH:25][C:24](=[O:26])[O:23][N:22]=4)=[CH:16][C:15]=3[O:14][C:13]3[C:8]2=[CH:9][CH:10]=[CH:11][CH:12]=3)[CH2:5][CH2:6]1)[CH2:65][C:59]1[CH:64]=[CH:63][CH:62]=[CH:61][CH:60]=1.[C:24]([OH:23])([C:29]([F:32])([F:31])[F:30])=[O:26] |f:5.6,7.8|. Procedure details: Using an adaptation of the method described in Procedure 7, substituting the TFA salt of 3-(10-piperidin-4-yl-10H-phenoxazin-3-yl)-4H-[1,2,4]oxadiazol-5-one, 2b for the TFA salt of 10-piperidin-4-yl-3-(1H-tetrazol-5-yl)-10H-phenoxazine, 6a, phenyl acetaldehyde for 1H-imidazole-2-carboxaldehyde and sodium triacetoxyborohydride for tetramethylammonium triacetoxyborohydride, the title compound 3-[10-(1-phenethyl-piperidin-4-yl)-10H-phenoxazin-3-yl]-4H-[1,2,4]oxadiazol-5-one, 4b was obtained as a TF... The reactants are CS(=O)C (DMSO), [OH-].[Na+] (NaOH), FC1=CC=C(C=C1)N1N=CC2=CC(=CC=C12)C(C1=CC=C(C#N)C=C1)O (4-((1-(4-Fluorophenyl)-1H-indazol-5-yl)(hydroxy)methyl)benzonitrile). Run in CO (MeOH). Conditions: time 36 hour. Product: FC1=CC=C(C=C1)N1N=CC2=CC(=CC=C12)C(C1=CC=C(C(=O)O)C=C1)O (4-((1-(4-fluorophenyl)-1H-indazol-5-yl)(hydroxy)methyl)benzoic acid). The yield is 95.0%. RXN SMILES: [F:1][C:2]1[CH:7]=[CH:6][C:5]([N:8]2[C:16]3[C:11](=[CH:12][C:13]([CH:17]([OH:26])[C:18]4[CH:25]=[CH:24][C:21]([C:22]#N)=[CH:20][CH:19]=4)=[CH:14][CH:15]=3)[CH:10]=[N:9]2)=[CH:4][CH:3]=1.CS(C)=[O:29].[OH-:31].[Na+]>CO>[F:1][C:2]1[CH:7]=[CH:6][C:5]([N:8]2[C:16]3[C:11](=[CH:12][C:13]([CH:17]([OH:26])[C:18]4[CH:25]=[CH:24][C:21]([C:22]([OH:29])=[O:31])=[CH:20][CH:19]=4)=[CH:14][CH:15]=3)[CH:10]=[N:9]2)=[CH:4][CH:3]=1 |f:2.3|. Reported procedure: 4-((1-(4-Fluorophenyl)-1H-indazol-5-yl)(hydroxy)methyl)benzonitrile (180 mg, 0.52 mmol) was dissolved in MeOH (5 mL) and DMSO (5 mL) and treated with 1 M NaOH (5 mL) at 100° C. After 36 h, the MeOH was removed in vacuo, the residue acidified with sat KH2PO4 to pH 4-5 and extracted with EtOAc×3. The organic layer was dried with MgSO4, filtered, concentrated in vacuo to give 180 mg (95% yield) of 4-((1-(4-fluorophenyl)-1H-indazol-5-yl)(hydroxy)methyl)benzoic acid. MS found: (M+H)+=362. Starting materials: C(C)(C)(C)OC(=O)N1CC2=CC=C(C=C2C1)I (5-iodo-1,3-dihydro-isoindole-2-carboxylic acid tert-butyl ester), Cl.COC1CNC1 (3-methoxy-azetidine hydrochloride). Product: C(C)(C)(C)OC(=O)N1CC2=CC=C(C=C2C1)N1CC(C1)OC (5-(3-Methoxy-azetidin-1-yl)-1,3-dihydro-isoindole-2-carboxylic acid tert-butyl Ester). Reaction SMILES: [C:1]([O:5][C:6]([N:8]1[CH2:16][C:15]2[C:10](=[CH:11][CH:12]=[C:13](I)[CH:14]=2)[CH2:9]1)=[O:7])([CH3:4])([CH3:3])[CH3:2].Cl.[CH3:19][O:20][CH:21]1[CH2:24][NH:23][CH2:22]1>>[C:1]([O:5][C:6]([N:8]1[CH2:16][C:15]2[C:10](=[CH:11][CH:12]=[C:13]([N:23]3[CH2:24][CH:21]([O:20][CH3:19])[CH2:22]3)[CH:14]=2)[CH2:9]1)=[O:7])([CH3:4])([CH3:3])[CH3:2] |f:1.2|. Procedure details: Prepared in analogy to Example A3(d) from 5-iodo-1,3-dihydro-isoindole-2-carboxylic acid tert-butyl ester (Example A38(b)) and 3-methoxy-azetidine hydrochloride. Orange oil. MS (m/e): 305.4 ([M+H]+, 100%).